Dataset: the Open Reaction Database (ORD), a public repository of structured organic reaction records. Task: describe an organic reaction: reactants, conditions, products, and yield Reactants: C=CCCCCCCCC, C=COCCCC. The product is CCCCCCCCC=COCCCC. RXN SMILES: [CH2:1]=[CH:2][CH2:3][CH2:4][CH2:5][CH2:6][CH2:7][CH2:8][CH2:9][CH3:10].[CH:11](=[CH2:12])[O:13][CH2:14][CH2:15][CH2:16][CH3:17]>>[CH:1](=[CH:2][CH2:3][CH2:4][CH2:5][CH2:6][CH2:7][CH2:8][CH2:9][CH3:10])[O:13][CH2:14][CH2:15][CH2:16][CH3:17].